This data is from the Open Reaction Database (ORD), a public repository of structured organic reaction records. The task is: describe an organic reaction: reactants, conditions, products, and yield Starting materials: COC1=C(OC2=C(C(=CC(=C2)OC=2C=NC=CC2)N)N)C=CC=C1 (3-(2-methoxyphenoxy)-5-(pyridin-3-yloxy)-benzene-1,2-diamine), S1C(=NC=C1)C=O (2-thiazolecarboxaldehyde). The product is COC1=C(OC2=CC(=CC=3NC(=NC32)C=3SC=CN3)OC=3C=NC=CC3)C=CC=C1 (4-(2-Methoxy-phenoxy)-6-(pyridin-3-yloxy)-2-thiazol-2-yl-1H-benzimidazole). As a reaction SMILES: [CH3:1][O:2][C:3]1[CH:24]=[CH:23][CH:22]=[CH:21][C:4]=1[O:5][C:6]1[CH:11]=[C:10]([O:12][C:13]2[CH:14]=[N:15][CH:16]=[CH:17][CH:18]=2)[CH:9]=[C:8]([NH2:19])[C:7]=1[NH2:20].[S:25]1[CH:29]=[CH:28][N:27]=[C:26]1[CH:30]=O>>[CH3:1][O:2][C:3]1[CH:24]=[CH:23][CH:22]=[CH:21][C:4]=1[O:5][C:6]1[C:7]2[N:20]=[C:30]([C:26]3[S:25][CH:29]=[CH:28][N:27]=3)[NH:19][C:8]=2[CH:9]=[C:10]([O:12][C:13]2[CH:14]=[N:15][CH:16]=[CH:17][CH:18]=2)[CH:11]=1. Reported procedure: The entitled compound was obtained as a yellow solid in the same method as in Example 67 or in accordance with the method or by combining it with an ordinary method but using 3-(2-methoxyphenoxy)-5-(pyridin-3-yloxy)-benzene-1,2-diamine obtained in Example 67 (step 3) and 2-thiazolecarboxaldehyde. The reactants are BrCC1=C(C=C(C=C1)C)OCC1=CC=CC=C1 (1-bromomethyl-4-methyl-2-phenylmethoxybenzene), [C-]#N.[Na+] (NaCN), O (water). The reagents and catalysts are [Br-].C(CCC)[N+](CCCC)(CCCC)CCCC (tetrabutylammonium bromide). The solvent is C(Cl)Cl (CH2Cl2). Run at time 1 hour. Product: CC1=CC(=C(C=C1)CC#N)OCC1=CC=CC=C1 ((4-methyl-2-phenylmethoxyphenyl)acetonitrile). Yield: 100.0%. As a reaction SMILES: Br[CH2:2][C:3]1[CH:8]=[CH:7][C:6]([CH3:9])=[CH:5][C:4]=1[O:10][CH2:11][C:12]1[CH:17]=[CH:16][CH:15]=[CH:14][CH:13]=1.[C-:18]#[N:19].[Na+].O>[Br-].C([N+](CCCC)(CCCC)CCCC)CCC.C(Cl)Cl>[CH3:9][C:6]1[CH:7]=[CH:8][C:3]([CH2:2][C:18]#[N:19])=[C:4]([O:10][CH2:11][C:12]2[CH:17]=[CH:16][CH:15]=[CH:14][CH:13]=2)[CH:5]=1 |f:1.2,4.5|. Procedure details: A two-phase mixture of crude 1-bromomethyl-4-methyl-2-phenylmethoxybenzene (21.84 g, 75 mmol), NaCN (11.0 g, 0.22 mol), tetrabutylammonium bromide (2.4 g, 7.5 mmol), water (25 ml) and CH2Cl2 (50 ml) was stirred at room temperature for 1 hour and the layers were separated. The organic layer was washed well with water to remove tetrabutylammonium salts and after drying (CaCl2) the solvent was removed to give (4-methyl-2-phenylmethoxyphenyl)acetonitrile (17.8 g, 100% crude yield) as an oil. Starting materials: Clc1ccc(-c2csc(Br)n2)c(Cl)c1, O=C([O-])[O-], CN(C)C=O, [K+], [K+], CC(C)(C)OC(=O)N1CCNCC1, O. Product: CC(C)(C)OC(=O)N1CCN(c2nc(-c3ccc(Cl)cc3Cl)cs2)CC1. As a reaction SMILES: [Br:1][c:2]1[s:3][cH:4][c:5](-[c:7]2[c:8]([Cl:14])[cH:9][c:10]([Cl:13])[cH:11][cH:12]2)[n:6]1.[C:28](=[O:29])([O-:30])[O-:31].[CH3:35][N:36]([CH3:37])[CH:38]=[O:39].[K+:32].[K+:33].[N:15]1([C:21](=[O:22])[O:23][C:24]([CH3:25])([CH3:26])[CH3:27])[CH2:16][CH2:17][NH:18][CH2:19][CH2:20]1.[OH2:34]>>[c:2]1([N:18]2[CH2:17][CH2:16][N:15]([C:21](=[O:22])[O:23][C:24]([CH3:25])([CH3:26])[CH3:27])[CH2:20][CH2:19]2)[s:3][cH:4][c:5](-[c:7]2[c:8]([Cl:14])[cH:9][c:10]([Cl:13])[cH:11][cH:12]2)[n:6]1. Reactants: CC(=O)OC(C)=O, COC(=O)c1cccc(-n2ccc(C=NO)c2)c1. Yields the product COC(=O)c1cccc(-n2ccc(C#N)c2)c1. As a reaction SMILES: [CH3:19][C:20]([O:21][C:22](=[O:23])[CH3:24])=[O:25].[OH:1][N:2]=[CH:3][c:4]1[cH:5][n:6](-[c:9]2[cH:10][c:11]([C:12](=[O:13])[O:14][CH3:15])[cH:16][cH:17][cH:18]2)[cH:7][cH:8]1>>[N:2]#[C:3][c:4]1[cH:5][n:6](-[c:9]2[cH:10][c:11]([C:12](=[O:13])[O:14][CH3:15])[cH:16][cH:17][cH:18]2)[cH:7][cH:8]1. Starting materials: COS(=O)(=O)OC, [Na+], CN(C)C=O, [OH-], O, COC(=O)C1=C(O)c2ccccc2S(=O)(=O)N1. Yields the product COC(=O)C1=C(O)c2ccccc2S(=O)(=O)N1C. As a reaction SMILES: [CH3:20][O:21][S:22]([O:23][CH3:24])(=[O:25])=[O:26].[Na+:2].[O:27]=[CH:28][N:29]([CH3:30])[CH3:31].[OH-:1].[OH2:32].[OH:3][C:4]1=[C:5]([C:16](=[O:17])[O:18][CH3:19])[NH:6][S:7](=[O:14])(=[O:15])[c:8]2[c:9]1[cH:10][cH:11][cH:12][cH:13]2>>[OH:3][C:4]1=[C:5]([C:16](=[O:17])[O:18][CH3:19])[N:6]([CH3:20])[S:7](=[O:14])(=[O:15])[c:8]2[c:9]1[cH:10][cH:11][cH:12][cH:13]2. The reactants are C1CCOC1, CO, [Na+], [OH-], O, COC(=O)c1ccc(COc2ccc3cc(-c4ccc(-c5ccccc5)n4-c4ccccc4)ccc3c2)cc1. The product is O=C(O)c1ccc(COc2ccc3cc(-c4ccc(-c5ccccc5)n4-c4ccccc4)ccc3c2)cc1. As a reaction SMILES: [CH2:42]1[O:43][CH2:44][CH2:45][CH2:46]1.[CH3:47][OH:48].[Na+:41].[OH-:40].[OH2:49].[c:1]1(-[n:7]2[c:8](-[c:18]3[cH:19][c:20]4[cH:21][cH:22][c:23]([O:28][CH2:29][c:30]5[cH:31][cH:32][c:33]([C:34](=[O:35])[O:36][CH3:37])[cH:38][cH:39]5)[cH:24][c:25]4[cH:26][cH:27]3)[cH:9][cH:10][c:11]2-[c:12]2[cH:13][cH:14][cH:15][cH:16][cH:17]2)[cH:2][cH:3][cH:4][cH:5][cH:6]1>>[c:1]1(-[n:7]2[c:8](-[c:18]3[cH:19][c:20]4[cH:21][cH:22][c:23]([O:28][CH2:29][c:30]5[cH:31][cH:32][c:33]([C:34](=[O:35])[OH:36])[cH:38][cH:39]5)[cH:24][c:25]4[cH:26][cH:27]3)[cH:9][cH:10][c:11]2-[c:12]2[cH:13][cH:14][cH:15][cH:16][cH:17]2)[cH:2][cH:3][cH:4][cH:5][cH:6]1. Reactants: ClC1=CC=C(C=C1)C12CNCC2C1 (1-p-chlorophenyl-3-azabicyclo[3.1.0]hexane), C([O-])([O-])=O.[Na+].[Na+] (sodium carbonate), C12(CC3CC(CC(C1)C3)C2)C(=O)Cl (1-adamantanecarboxylic acid chloride). Product: C12(CC3CC(CC(C1)C3)C2)C(=O)N2CC3(CC3C2)C2=CC=C(C=C2)Cl (3-(1-adamantylcarbonyl)-1-(p-chlorophenyl)-3-azabicyclo[3.1.0]hexane). As a reaction SMILES: [Cl:1][C:2]1[CH:7]=[CH:6][C:5]([C:8]23[CH2:13][CH:12]2[CH2:11][NH:10][CH2:9]3)=[CH:4][CH:3]=1.C(=O)([O-])[O-].[Na+].[Na+].[C:20]12([C:30](Cl)=[O:31])[CH2:29][CH:24]3[CH2:25][CH:26]([CH2:28][CH:22]([CH2:23]3)[CH2:21]1)[CH2:27]2>>[C:20]12([C:30]([N:10]3[CH2:11][CH:12]4[C:8]([C:5]5[CH:4]=[CH:3][C:2]([Cl:1])=[CH:7][CH:6]=5)([CH2:13]4)[CH2:9]3)=[O:31])[CH2:27][CH:26]3[CH2:25][CH:24]([CH2:23][CH:22]([CH2:28]3)[CH2:21]1)[CH2:29]2 |f:1.2.3|. Procedure: A sample of 19.35 g of 1-p-chlorophenyl-3-azabicyclo[3.1.0]hexane, 10.59 g of sodium carbonate and 19.87 g of 1-adamantanecarboxylic acid chloride are reacted in accordance with Example 36, yielding the product 3-(1-adamantylcarbonyl)-1-(p-chlorophenyl)-3-azabicyclo[3.1.0]hexane as a white solid, mp 163°-165° C. The reagents and catalysts are [Pd] (palladium-on-carbon). Reaction SMILES: [CH2:1]1[C@H:13]2[C@H:5]([NH:6][C:7]3[CH:8]=[CH:9][CH:10]=[CH:11][C:12]=32)[CH2:4][CH2:3][N:2]1[C:14]([O:16][CH2:17][CH3:18])=[O:15].[C:19](O)(=O)[C:20]1[CH:25]=[CH:24][CH:23]=[CH:22][CH:21]=1.S1C=CC=C1.[H][H]>CO.[Pd]>[C:20]1([CH2:19][N:6]2[C:7]3[CH:8]=[CH:9][CH:10]=[CH:11][C:12]=3[C@H:13]3[CH2:1][N:2]([C:14]([O:16][CH2:17][CH3:18])=[O:15])[CH2:3][CH2:4][C@@H:5]23)[CH:25]=[CH:24][CH:23]=[CH:22][CH:21]=1. The solvent is CO (methanol). Yield: 97.8%. Product: C1(=CC=CC=C1)CN1[C@H]2[C@@H](C=3C=CC=CC13)CN(CC2)C(=O)OCC ((±)-ethyl cis-1,3,4,4a,5,9b-hexahydro-5-(phenylmethyl)-2H-pyrido[4,3-b]indole-2-carboxylate). Reported procedure: A mixture of intermediate 1 (22.46 g), benzoic acid (11.8 g) and thiophene (4%, 2 ml) in methanol (440 ml) was hydrogenated with palladium-on-carbon (10%, 3 g) as a catalyst. After uptake of hydrogen (1 equivalent), the catalyst was filtered off. The filtrate was evaporated, yielding 30 g (99%) of (±)-ethyl cis-1,3,4,4a,5,9b-hexahydro-5-(phenylmethyl)-2H-pyrido[4,3-b]indole-2-carboxylate (intermediate 2). Reactants: [H][H] (hydrogen), C1N(CC[C@H]2NC=3C=CC=CC3[C@H]21)C(=O)OCC ((±)-ethyl cis-1,3,4,4a,5,9b-hexahydro-2H-pyrido[4,3-b]indole-2-carboxylate), C(C1=CC=CC=C1)(=O)O (benzoic acid), S1C=CC=C1 (thiophene).